This data is from the Open Reaction Database (ORD), a public repository of structured organic reaction records. The task is: describe an organic reaction: reactants, conditions, products, and yield Starting materials: CC(C)O, O, O=[N+]([O-])O, Cc1ccc(S(=O)(=O)O)cc1. Yields the product Cc1ccc(S(=O)(=O)O)cc1[N+](=O)[O-]. Reaction SMILES: [CH:17]([OH:18])([CH3:19])[CH3:20].[OH2:16].[OH:12][N+:13]([O-:14])=[O:15].[c:1]1([CH3:11])[cH:2][cH:3][c:4]([S:7](=[O:8])(=[O:9])[OH:10])[cH:5][cH:6]1>>[c:1]1([CH3:11])[cH:2][cH:3][c:4]([S:7](=[O:8])(=[O:9])[OH:10])[cH:5][c:6]1[N+:13](=[O:12])[O-:14]. Starting materials: FC1=CC=C(C=C1)C1=NN2C(C=CC=C2)=C1C(=O)OC (methyl 2-(4-fluorophenyl)-pyrazolo[1,5-a]pyridine-3-carboxylate). The solvent is [OH-].[Na+] (sodium hydroxide), CO (methanol). Product: FC1=CC=C(C=C1)C1=NN2C(C=CC=C2)=C1C(=O)O (2-(4-Fluorophenyl)-pyrazolo[1,5-a]pyridine-3-carboxylic Acid). Reaction SMILES: [F:1][C:2]1[CH:7]=[CH:6][C:5]([C:8]2[C:16]([C:17]([O:19]C)=[O:18])=[C:11]3[CH:12]=[CH:13][CH:14]=[CH:15][N:10]3[N:9]=2)=[CH:4][CH:3]=1>[OH-].[Na+].CO>[F:1][C:2]1[CH:7]=[CH:6][C:5]([C:8]2[C:16]([C:17]([OH:19])=[O:18])=[C:11]3[CH:12]=[CH:13][CH:14]=[CH:15][N:10]3[N:9]=2)=[CH:4][CH:3]=1 |f:1.2|. Procedure details: A solution of methyl 2-(4-fluorophenyl)-pyrazolo[1,5-a]pyridine-3-carboxylate (5.0 g, 18.5 mmol) in 2N aqueous sodium hydroxide (50 ml) and methanol (30 mL) was heated at reflux for about 3 h. The mixture was filtered and the filtrate was washed with diethyl ether (20 mL) and then concentrated under reduced pressure to about half the original volume. Concentrated hydrochloric acid was added to adjust the pH to about 2 and the resulting solid was collected by filtration and washed with water and ... The reactants are Cc1ccc(-n2nc(C(C)(C)C)cc2NC(=O)Nc2ccc(N3CCNCC3)cc2)cc1, CC(C)(C)CC(=O)O, ClCCl, N=C=N, O, On1nnc2ccccc21. The product is Cc1ccc(-n2nc(C(C)(C)C)cc2NC(=O)Nc2ccc(N3CCN(C(=O)CC(C)(C)C)CC3)cc2)cc1. Reaction SMILES: [C:1]([CH3:2])([CH3:3])([CH3:4])[c:5]1[cH:6][c:7]([NH:17][C:18](=[O:19])[NH:20][c:21]2[cH:22][cH:23][c:24]([N:27]3[CH2:28][CH2:29][NH:30][CH2:31][CH2:32]3)[cH:25][cH:26]2)[n:8](-[c:10]2[cH:11][cH:12][c:13]([CH3:16])[cH:14][cH:15]2)[n:9]1.[CH3:33][C:34]([CH2:35][C:36](=[O:37])[OH:38])([CH3:39])[CH3:40].[Cl:55][CH2:56][Cl:57].[NH:52]=[C:53]=[NH:54].[OH2:41].[OH:42][n:43]1[c:44]2[cH:45][cH:46][cH:47][cH:48][c:49]2[n:50][n:51]1>>[C:1]([CH3:2])([CH3:3])([CH3:4])[c:5]1[cH:6][c:7]([NH:17][C:18](=[O:19])[NH:20][c:21]2[cH:22][cH:23][c:24]([N:27]3[CH2:28][CH2:29][N:30]([C:36]([CH2:35][C:34]([CH3:33])([CH3:39])[CH3:40])=[O:37])[CH2:31][CH2:32]3)[cH:25][cH:26]2)[n:8](-[c:10]2[cH:11][cH:12][c:13]([CH3:16])[cH:14][cH:15]2)[n:9]1. Starting materials: NC(=O)c1ncn(OCCCOCc2ccccc2)c1NC(=S)NC(=O)c1ccccc1, CI, CC(=O)O, [Na+], [OH-]. The product is C[SH]=C(NC(=O)c1ccccc1)Nc1c(C(N)=O)ncn1OCCCOCc1ccccc1. RXN SMILES: [C:1]([c:2]1[cH:3][cH:4][cH:5][cH:6][cH:7]1)(=[O:8])[NH:9][C:10](=[S:11])[NH:12][c:13]1[c:14]([C:30](=[O:31])[NH2:32])[n:15][cH:16][n:17]1[O:18][CH2:19][CH2:20][CH2:21][O:22][CH2:23][c:24]1[cH:25][cH:26][cH:27][cH:28][cH:29]1.[CH3:35][I:36].[CH3:37][C:38](=[O:39])[OH:40].[Na+:34].[OH-:33]>>[C:1]([c:2]1[cH:3][cH:4][cH:5][cH:6][cH:7]1)(=[O:8])[NH:9][C:10](=[SH:11][CH3:35])[NH:12][c:13]1[c:14]([C:30](=[O:31])[NH2:32])[n:15][cH:16][n:17]1[O:18][CH2:19][CH2:20][CH2:21][O:22][CH2:23][c:24]1[cH:25][cH:26][cH:27][cH:28][cH:29]1. The reactants are Cc1ccccc1C(=O)Nc1cccc(C(=O)c2ccc3c(c2)NC(=O)C3)c1, CC[O-], CCO, CCOC=O, Cl, [Na+]. Yields the product Cc1ccccc1C(=O)Nc1cccc(C(=O)c2ccc3c(c2)NC(=O)C3=CO)c1. As a reaction SMILES: [CH3:1][c:2]1[c:3]([C:4](=[O:5])[NH:6][c:7]2[cH:8][c:9]([C:13](=[O:14])[c:15]3[cH:16][cH:17][c:18]4[c:22]([cH:23]3)[NH:21][C:20](=[O:24])[CH2:19]4)[cH:10][cH:11][cH:12]2)[cH:25][cH:26][cH:27][cH:28]1.[CH3:35][CH2:36][O-:37].[CH3:39][CH2:40][OH:41].[CH:29](=[O:30])[O:31][CH2:32][CH3:33].[ClH:38].[Na+:34]>>[CH3:1][c:2]1[c:3]([C:4](=[O:5])[NH:6][c:7]2[cH:8][c:9]([C:13](=[O:14])[c:15]3[cH:16][cH:17][c:18]4[c:22]([cH:23]3)[NH:21][C:20](=[O:24])[C:19]4=[CH:29][OH:30])[cH:10][cH:11][cH:12]2)[cH:25][cH:26][cH:27][cH:28]1.